Dataset: the Open Reaction Database (ORD), a public repository of structured organic reaction records. Task: describe an organic reaction: reactants, conditions, products, and yield Starting materials: CC(=O)O, ClCCl, O=Cc1ccc(F)cc1, FC(F)(F)c1nnc2n1N=C(N1CCNCC1)CC2. Product: Fc1ccc(CN2CCN(C3=Nn4c(nnc4C(F)(F)F)CC3)CC2)cc1. As a reaction SMILES: [CH3:29][C:30](=[O:31])[OH:32].[Cl:33][CH2:34][Cl:35].[F:20][c:21]1[cH:22][cH:23][c:24]([CH:25]=[O:26])[cH:27][cH:28]1.[N:1]1([C:7]2=[N:12][n:11]3[c:10]([n:15][n:14][c:13]3[C:16]([F:17])([F:18])[F:19])[CH2:9][CH2:8]2)[CH2:2][CH2:3][NH:4][CH2:5][CH2:6]1>>[N:1]1([C:7]2=[N:12][n:11]3[c:10]([n:15][n:14][c:13]3[C:16]([F:17])([F:18])[F:19])[CH2:9][CH2:8]2)[CH2:2][CH2:3][N:4]([CH2:25][c:24]2[cH:23][cH:22][c:21]([F:20])[cH:28][cH:27]2)[CH2:5][CH2:6]1. Reactants: CCOC(C)=N, CCO, Cl, OC1CCNCC1. The product is CC(=N)N1CCC(O)CC1, Cl. RXN SMILES: [C:2]([CH3:3])([O:4][CH2:5][CH3:6])=[NH:7].[CH3:15][CH2:16][OH:17].[ClH:1].[OH:8][CH:9]1[CH2:10][CH2:11][NH:12][CH2:13][CH2:14]1>>[C:2]([CH3:3])(=[NH:7])[N:12]1[CH2:11][CH2:10][CH:9]([OH:8])[CH2:14][CH2:13]1.[ClH:1]. Reactants: B1C2CCCC1CCC2 (9-BBN), C(C=C)N1C=CC2=CC(=CC=C12)C=O (1-Allyl-1H-indole-5-carbaldehyde), solution, [OH-].[Na+] (NaOH). The solvent is C1CCOC1 (THF), C1CCOC1 (THF), C(C)OCC (diethyl ether). Product: OCCCN1C=CC2=CC(=CC=C12)C=O (1-(3-hydroxy-propyl)-1H-indole-5-carbaldehyde). Reaction SMILES: [CH2:1]([N:4]1[C:12]2[C:7](=[CH:8][C:9]([CH:13]=[O:14])=[CH:10][CH:11]=2)[CH:6]=[CH:5]1)[CH:2]=[CH2:3].B1C2CCCC1CCC2.[OH-:24].[Na+]>C1COCC1.C(OCC)C>[OH:24][CH2:3][CH2:2][CH2:1][N:4]1[C:12]2[C:7](=[CH:8][C:9]([CH:13]=[O:14])=[CH:10][CH:11]=2)[CH:6]=[CH:5]1 |f:2.3|. Reported procedure: In a 10 mL round-bottom flask, 1-Allyl-1H-indole-5-carbaldehyde (169 mg, 0.91 mmol) is dissolved in 0.5 mL of anhydrous THF. To this solution is added 0.5 M of 9-BBN in THF (2 mL, 1.0 mmol). The reaction is allowed to stir at room temperature for 1 hr, whereupon a 1M solution of NaOH (2.5 mL) is added. The organic layer is diluted with 10 mL of diethyl ether and the aqueous layer is removed. The organic layer is washed 3×10 mL with 1M NaOH, followed by 2×10 mL water and 2×10 mL saturated NaCl so...